This data is from the Open Reaction Database (ORD), a public repository of structured organic reaction records. The task is: describe an organic reaction: reactants, conditions, products, and yield The reactants are C(=O)(C(F)(F)F)O (TFA), C(C)(C)(C)OC(NCCCN1CC2=C(CC1)C(=C(S2)NC(NC2=CC=C(C=C2)C(C2=CC=CC=C2)=O)=O)C(N)=O)=O (tert-butyl-N-[3-(2-{[(4-benzoylphenyl)carbamoyl]amino}-3-carbamoyl-4H,5H,6H,7H-thieno[2,3-c]pyridin-6-yl)propyl]carbamate), C(Cl)Cl (DCM), resultant solution. Procedure: A stirred suspension of tert-butyl-N-[3-(2-{[(4-benzoylphenyl)carbamoyl]amino}-3-carbamoyl-4H,5H,6H,7H-thieno[2,3-c]pyridin-6-yl)propyl]carbamate (70 mg, 0.14 mmol) in 4 mL of DCM at rt was treated with 2 mL of TFA. The resultant solution was stirred at rt for 40 min whereupon it was concentrated in a rotary evaporator. The product was taken up in MeOH and the solution concentrated in vacuo (×2) to afford the title compound as a light tan solid in quantitative yield. LRMS [M+H]408. Reaction SMILES: C(OC(=O)[NH:7][CH2:8][CH2:9][CH2:10][N:11]1[CH2:16][CH2:15][C:14]2[C:17]([C:38](=[O:40])[NH2:39])=[C:18]([NH:20][C:21](=[O:37])[NH:22][C:23]3[CH:28]=[CH:27][C:26](C(=O)C4C=CC=CC=4)=[CH:25][CH:24]=3)[S:19][C:13]=2[CH2:12]1)(C)(C)C.C(O)(C(F)(F)F)=O.C(Cl)[Cl:50]>>[NH2:7][CH2:8][CH2:9][CH2:10][N:11]1[CH2:16][CH2:15][C:14]2[C:17]([C:38]([NH2:39])=[O:40])=[C:18]([NH:20][C:21](=[O:37])[NH:22][C:23]3[CH:28]=[CH:27][C:26]([Cl:50])=[CH:25][CH:24]=3)[S:19][C:13]=2[CH2:12]1. The product is NCCCN1CC2=C(CC1)C(=C(S2)NC(NC2=CC=C(C=C2)Cl)=O)C(=O)N (6-(3-aminopropyl)-2-{[(4-chlorophenyl)carbamoyl]amino}-4H,5H,6H,7H-thieno[2,3-c]pyridine-3-carboxamide). As a reaction SMILES: N1([C:6]2[CH2:11][CH2:10][CH2:9][CH2:8][CH:7]=2)CCCC1.[Cl:12][C:13]1[CH:14]=[C:15]([CH:20]=[CH:21][C:22]=1[Cl:23])[C:16](=[O:19])[CH2:17]Br.C([OH:26])C>>[Cl:12][C:13]1[CH:14]=[C:15]([CH:20]=[CH:21][C:22]=1[Cl:23])[C:16](=[O:19])[CH2:17][CH:7]1[CH2:8][CH2:9][CH2:10][CH2:11][C:6]1=[O:26]. Reported procedure: (0.19 mole) of 1-pyrrolidino-1-cyclohexene and 51.2 g. (0.19 mole) of 3,4-dichlorophenacyl bromide by the method described in Example 39a gave 32.6 g. (60%) of crystals, m.p. 78°-79° (from ethanol). Starting materials: N1(CCCC1)C1=CCCCC1 (1-pyrrolidino-1-cyclohexene), C(C)O (ethanol), ClC=1C=C(C(CBr)=O)C=CC1Cl (3,4-dichlorophenacyl bromide), crystals. The product is ClC=1C=C(C(CC2C(CCCC2)=O)=O)C=CC1Cl (2-(3,4-Dichlorophenacyl)cyclohexanone).